This data is from the Open Reaction Database (ORD), a public repository of structured organic reaction records. The task is: describe an organic reaction: reactants, conditions, products, and yield Starting materials: C1COCCN1, ClCCl, Cc1nn(-c2ncccc2F)cc1C=O. Product: Cc1nn(-c2ncccc2N2CCOCC2)cc1C=O. RXN SMILES: [CH2:16]1[CH2:17][O:18][CH2:19][CH2:20][NH:21]1.[Cl:22][CH2:23][Cl:24].[F:1][c:2]1[c:3](-[n:8]2[n:9][c:10]([CH3:15])[c:11]([CH:13]=[O:14])[cH:12]2)[n:4][cH:5][cH:6][cH:7]1>>[c:2]1([N:21]2[CH2:16][CH2:17][O:18][CH2:19][CH2:20]2)[c:3](-[n:8]2[n:9][c:10]([CH3:15])[c:11]([CH:13]=[O:14])[cH:12]2)[n:4][cH:5][cH:6][cH:7]1.